Dataset: the Open Reaction Database (ORD), a public repository of structured organic reaction records. Task: describe an organic reaction: reactants, conditions, products, and yield The reactants are COC1=CC=C(C(=O)N(CC2=CC=NC=C2)C)C=C1 (4-methoxy-N-methyl-N-(4-picolyl)benzamide), C(C1=CC=CC=C1)#N (benzonitrile), [NH4+].[Cl-] (NH4Cl), C(C)(C)NC(C)C (diisopropylamine), C(CCC)[Li] (n-butyllithium). The solvent is C1CCOC1 (THF), C1CCOC1 (THF). Reaction conditions: temperature -40 celsius, time 10 hour. Product: CN1C(=NC(=C1C1=CC=NC=C1)C1=CC=CC=C1)C1=CC=C(C=C1)OC (1-Methyl-2-(4-methoxyphenyl)-4-phenyl-5-(4-pyridyl)-imidazole). Yield: 16.5%. RXN SMILES: C(NC(C)C)(C)C.C([Li])CCC.[CH3:13][O:14][C:15]1[CH:31]=[CH:30][C:18]([C:19]([N:21]([CH3:29])[CH2:22][C:23]2[CH:28]=[CH:27][N:26]=[CH:25][CH:24]=2)=O)=[CH:17][CH:16]=1.[C:32](#[N:39])[C:33]1[CH:38]=[CH:37][CH:36]=[CH:35][CH:34]=1.[NH4+].[Cl-]>C1COCC1>[CH3:29][N:21]1[C:22]([C:23]2[CH:28]=[CH:27][N:26]=[CH:25][CH:24]=2)=[C:32]([C:33]2[CH:38]=[CH:37][CH:36]=[CH:35][CH:34]=2)[N:39]=[C:19]1[C:18]1[CH:30]=[CH:31][C:15]([O:14][CH3:13])=[CH:16][CH:17]=1 |f:4.5|. Procedure: To a solution of diisopropylamine (0. 16 mL, 1.1 mmol) in THF at −78° C. was added n-butyllithium (0.38 mL of 2.5 M solution, 0.95 mmol). To the resulting mixture was added a solution of 4-methoxy-N-methyl-N-(4-picolyl)benzamide (0.16 g, 0.62 mmol) in THF. The resulting dark red solution was warmed to −40° C. and stirred for 15 min, at which time benzonitrile (0.13 mL, 1.2 mmol) was added. The mixture to warmed to rt and stirred for 10 h. Aqueous NH4Cl (0.5 mL) was added, and the mixture was con...